From a dataset of the Open Reaction Database (ORD), a public repository of structured organic reaction records. describe an organic reaction: reactants, conditions, products, and yield Starting materials: CC(C)(C)OC(=O)N1CCN(S(=O)(=O)c2ccc(C#Cc3cc(F)ccc3C=O)cc2)CC1, ClCCl, O=C(O)C(F)(F)F. Product: O=Cc1ccc(F)cc1C#Cc1ccc(S(=O)(=O)N2CCNCC2)cc1. RXN SMILES: [C:8]([O:9][C:10](=[O:11])[N:15]1[CH2:16][CH2:17][N:18]([S:21](=[O:22])(=[O:23])[c:24]2[cH:25][cH:26][c:27]([C:30]#[C:31][c:32]3[c:33]([CH:39]=[O:40])[cH:34][cH:35][c:36]([F:38])[cH:37]3)[cH:28][cH:29]2)[CH2:19][CH2:20]1)([CH3:12])([CH3:13])[CH3:14].[Cl:41][CH2:42][Cl:43].[OH:1][C:2]([C:3]([F:4])([F:5])[F:6])=[O:7]>>[NH:15]1[CH2:16][CH2:17][N:18]([S:21](=[O:22])(=[O:23])[c:24]2[cH:25][cH:26][c:27]([C:30]#[C:31][c:32]3[c:33]([CH:39]=[O:40])[cH:34][cH:35][c:36]([F:38])[cH:37]3)[cH:28][cH:29]2)[CH2:19][CH2:20]1. Starting materials: C1(=CC=CC=C1)NN (1-phenylhydrazine), C(C)OC(C)=C(C#N)C#N (2-(1-ethoxyethylidene)malononitrile), C(C)OC=C(C#N)C#N (ethoxymethylene malononitrile). Run in C(C)O (ethanol). The product is NC1=C(C(=NN1C1=CC=CC=C1)C)C#N (5-amino-3-methyl-1-phenyl-1H-pyrazole-4-carbonitrile). Reaction SMILES: [C:1]1([NH:7][NH2:8])[CH:6]=[CH:5][CH:4]=[CH:3][CH:2]=1.C(O[C:12](=[C:14]([C:17]#[N:18])[C:15]#[N:16])[CH3:13])C.C(OC=C(C#N)C#N)C>C(O)C>[NH2:18][C:17]1[N:7]([C:1]2[CH:6]=[CH:5][CH:4]=[CH:3][CH:2]=2)[N:8]=[C:12]([CH3:13])[C:14]=1[C:15]#[N:16]. Procedure: Into a 250-mL 3-necked round-bottom flask, was placed a solution of 1-phenylhydrazine (31.5 g, 291.67 mmol, 1.14 equiv) in ethanol (105 mL) at room temperature. To the resulting mixture was then added 2-(1-ethoxyethylidene)malononitrile (35 g, 257.35 mmol, 1.00 equiv) in several batches at room temperature. After about half of the addition was completed, the solution was carefully heated to boiling. After all the ethoxymethylene malononitrile was added, the resulting solution was heated to reflu... The reactants are ClC=1C=CC(=C(C1)C1=NN(C=C1NC(=O)C=1C=NN2C1N=CC=C2)CCN(CC(=O)OCC)CC=2C=NC=CC2)OC(F)F (ethyl 2-[(2-[3-[5-chloro-2-(difluoromethoxy)phenyl]-4-[pyrazolo[1,5-a]pyrimidine-3-amido]-1H-pyrazol-1-yl]ethyl)(pyridin-3-ylmethyl)amino]acetate), [OH-].[Na+] (sodium hydroxide), Cl (HCl). Solvent: C(C)O (ethanol). Conditions: time 30 minute. Yields the product ClC=1C=CC(=C(C1)C1=NN(C=C1NC(=O)C=1C=NN2C1N=CC=C2)CCN(CC(=O)O)CC=2C=NC=CC2)OC(F)F (2-[(2-[3-[5-chloro-2-(difluoromethoxy)phenyl]-4-[pyrazolo[1,5-a]pyrimidine-3-amido]-1H-pyrazol-1-yl]ethyl)(pyridin-3-ylmethyl)amino]acetic acid). Isolated yield 5.0%. As a reaction SMILES: [Cl:1][C:2]1[CH:3]=[CH:4][C:5]([O:41][CH:42]([F:44])[F:43])=[C:6]([C:8]2[C:12]([NH:13][C:14]([C:16]3[CH:17]=[N:18][N:19]4[CH:24]=[CH:23][CH:22]=[N:21][C:20]=34)=[O:15])=[CH:11][N:10]([CH2:25][CH2:26][N:27]([CH2:34][C:35]3[CH:36]=[N:37][CH:38]=[CH:39][CH:40]=3)[CH2:28][C:29]([O:31]CC)=[O:30])[N:9]=2)[CH:7]=1.[OH-].[Na+].Cl>C(O)C>[Cl:1][C:2]1[CH:3]=[CH:4][C:5]([O:41][CH:42]([F:43])[F:44])=[C:6]([C:8]2[C:12]([NH:13][C:14]([C:16]3[CH:17]=[N:18][N:19]4[CH:24]=[CH:23][CH:22]=[N:21][C:20]=34)=[O:15])=[CH:11][N:10]([CH2:25][CH2:26][N:27]([CH2:34][C:35]3[CH:36]=[N:37][CH:38]=[CH:39][CH:40]=3)[CH2:28][C:29]([OH:31])=[O:30])[N:9]=2)[CH:7]=1 |f:1.2|. Reported procedure: A mixture of ethyl 2-[(2-[3-[5-chloro-2-(difluoromethoxy)phenyl]-4-[pyrazolo[1,5-a]pyrimidine-3-amido]-1H-pyrazol-1-yl]ethyl)(pyridin-3-ylmethyl)amino]acetate (180 mg, 0.29 mmol), ethanol (10 mL) and 1 N sodium hydroxide (2 mL) was stirred at room temperature for 30 min. The mixture was acidified with 1 HCl to pH 5. The resulting mixture was concentrated under vacuum. The crude product (200 mg) was purified by Flash-Prep-HPLC with the following conditions (IntelFlash-1): Column, C18 silica gel; ... Reported procedure: A mixture of 0.5 g of 1-(2-azidoethyl)-2,3-dioxopiperazine, 1.72 g of diphenylmethyl 3-(3-pyridyl)-acrylate, 0.2 ml of 1,8-diazabicyclo[5.4.0]undec-7-ene and 2.5 ml of N,N-dimethylformamide was stirred at room temperature for 12 hours. The solvent was distilled off under reduced pressure, after which 30 ml of ethyl acetate and 20 ml of water were added to the resulting residue and the pH was adjusted to 6 with 2N hydrochloric acid. The organic layer was separated and the aqueous layer was extrac... Yields the product N(=[N+]=[N-])CCN1C(C(N(CC1)C(CC(=O)OC(C1=CC=CC=C1)C1=CC=CC=C1)C=1C=NC=CC1)=O)=O (diphenylmethyl 3-[4-(2-azidoethyl)-2,3-dioxopiperazin-1-yl]-3-(pyridin-3-yl)propionate). Reaction SMILES: [N:1]([CH2:4][CH2:5][N:6]1[CH2:11][CH2:10][NH:9][C:8](=[O:12])[C:7]1=[O:13])=[N+:2]=[N-:3].[N:14]1[CH:19]=[CH:18][CH:17]=[C:16]([CH:20]=[CH:21][C:22]([O:24][CH:25]([C:32]2[CH:37]=[CH:36][CH:35]=[CH:34][CH:33]=2)[C:26]2[CH:31]=[CH:30][CH:29]=[CH:28][CH:27]=2)=[O:23])[CH:15]=1.N12CCCN=C1CCCCC2>CN(C)C=O>[N:1]([CH2:4][CH2:5][N:6]1[CH2:11][CH2:10][N:9]([CH:20]([C:16]2[CH:15]=[N:14][CH:19]=[CH:18][CH:17]=2)[CH2:21][C:22]([O:24][CH:25]([C:26]2[CH:27]=[CH:28][CH:29]=[CH:30][CH:31]=2)[C:32]2[CH:33]=[CH:34][CH:35]=[CH:36][CH:37]=2)=[O:23])[C:8](=[O:12])[C:7]1=[O:13])=[N+:2]=[N-:3]. Isolated yield 52.2%. Run at time 12 hour. Reactants: N(=[N+]=[N-])CCN1C(C(NCC1)=O)=O (1-(2-azidoethyl)-2,3-dioxopiperazine), N1=CC(=CC=C1)C=CC(=O)OC(C1=CC=CC=C1)C1=CC=CC=C1 (diphenylmethyl 3-(3-pyridyl)-acrylate), N12CCCCCC2=NCCC1 (1,8-diazabicyclo[5.4.0]undec-7-ene). The solvent is CN(C=O)C (N,N-dimethylformamide). Reactants: Fc1ccccc1Br, [Li]CCCC, O=C1CCCCC1, C1CCOC1. The product is Fc1ccccc1C1=CCCCC1. Reaction SMILES: [Br:1][c:2]1[c:3]([F:8])[cH:4][cH:5][cH:6][cH:7]1.[CH2:9]([Li:10])[CH2:11][CH2:12][CH3:13].[O:14]=[C:15]1[CH2:16][CH2:17][CH2:18][CH2:19][CH2:20]1.[O:21]1[CH2:22][CH2:23][CH2:24][CH2:25]1>>[c:2]1([C:15]2=[CH:16][CH2:17][CH2:18][CH2:19][CH2:20]2)[c:3]([F:8])[cH:4][cH:5][cH:6][cH:7]1. Product: CCNC(=O)C1CCCN1. Starting materials: CCNC(=O)C1CCCN1C(=O)OC(C)(C)C, Cl, C1COCCO1. Reaction SMILES: [CH2:1]([CH3:2])[NH:3][C:4](=[O:5])[CH:6]1[N:7]([C:11]([O:12][C:13]([CH3:14])([CH3:15])[CH3:16])=[O:17])[CH2:8][CH2:9][CH2:10]1.[ClH:18].[O:19]1[CH2:20][CH2:21][O:22][CH2:23][CH2:24]1>>[CH2:1]([CH3:2])[NH:3][C:4](=[O:5])[CH:6]1[NH:7][CH2:8][CH2:9][CH2:10]1.